Dataset: the Open Reaction Database (ORD), a public repository of structured organic reaction records. Task: describe an organic reaction: reactants, conditions, products, and yield Reactants: Cl (hydrochloric acid), ClC1=C(C=C(C(=C1)F)N1C(N(C(=CC1=O)C(F)(F)F)C)=O)O (2-chloro-4-fluoro-5-[3-methyl-2,6-dioxo-4-(trifluoromethyl)-1,2,3,6-tetrahydropyrimidin-1-yl]phenol), C(C1=CC=CC=C1)OC=1C(=NSN1)Cl (4-benzyloxy-3-chloro-1,2,5-thiadiazole), C([O-])([O-])=O.[K+].[K+] (potassium carbonate). Solvent: CS(=O)C (dimethyl sulfoxide). Conditions: temperature 50 celsius, time 30 minute. The product is C(C1=CC=CC=C1)OC=1C(=NSN1)OC1=C(C=C(C(=C1)N1C(N(C(=CC1=O)C(F)(F)F)C)=O)F)Cl (4-benzyloxy-3-{2-chloro-4-fluoro-5-[3-methyl-2,6-dioxo-4-(trifluoromethyl)-1,2,3,6-tetrahydropyrimidin-1-yl]phenoxy}-1,2,5-thiadiazole). Isolated yield 28.8%. As a reaction SMILES: [Cl:1][C:2]1[CH:7]=[C:6]([F:8])[C:5]([N:9]2[C:14](=[O:15])[CH:13]=[C:12]([C:16]([F:19])([F:18])[F:17])[N:11]([CH3:20])[C:10]2=[O:21])=[CH:4][C:3]=1[OH:22].[CH2:23]([O:30][C:31]1[C:32](Cl)=[N:33][S:34][N:35]=1)[C:24]1[CH:29]=[CH:28][CH:27]=[CH:26][CH:25]=1.C(=O)([O-])[O-].[K+].[K+].Cl>CS(C)=O>[CH2:23]([O:30][C:31]1[C:32]([O:22][C:3]2[CH:4]=[C:5]([N:9]3[C:14](=[O:15])[CH:13]=[C:12]([C:16]([F:18])([F:19])[F:17])[N:11]([CH3:20])[C:10]3=[O:21])[C:6]([F:8])=[CH:7][C:2]=2[Cl:1])=[N:33][S:34][N:35]=1)[C:24]1[CH:25]=[CH:26][CH:27]=[CH:28][CH:29]=1 |f:2.3.4|. Reported procedure: To a solution of 0.60 g of 2-chloro-4-fluoro-5-[3-methyl-2,6-dioxo-4-(trifluoromethyl)-1,2,3,6-tetrahydropyrimidin-1-yl]phenol and 0.50 g of 4-benzyloxy-3-chloro-1,2,5-thiadiazole in 8 ml of dimethyl sulfoxide, 0.25 g of potassium carbonate was added, and stirred for 30 minutes at 50° C., and for 3 hours at 100° C. The reaction solution was poured into dilute hydrochloric acid, and extracted with ethyl acetate. The organic layer was washed with water, then, saturated saline, dried over anhydrous... Yields the product CC(C)(C)OC(=O)N1CCC(Oc2cc(C(C)(C)C)ccc2C(=O)O)CC1. Reaction SMILES: [C:1]([CH3:2])([CH3:3])([CH3:4])[c:5]1[cH:6][c:7]([O:15][CH:16]2[CH2:17][CH2:18][N:19]([C:22](=[O:23])[O:24][C:25]([CH3:26])([CH3:27])[CH3:28])[CH2:20][CH2:21]2)[c:8]([C:9](=[O:10])[O:11][CH3:12])[cH:13][cH:14]1.[Li+:30].[O:32]1[CH2:33][CH2:34][O:35][CH2:36][CH2:37]1.[OH-:29].[OH2:31].[OH2:38]>>[C:1]([CH3:2])([CH3:3])([CH3:4])[c:5]1[cH:6][c:7]([O:15][CH:16]2[CH2:17][CH2:18][N:19]([C:22](=[O:23])[O:24][C:25]([CH3:26])([CH3:27])[CH3:28])[CH2:20][CH2:21]2)[c:8]([C:9](=[O:10])[OH:11])[cH:13][cH:14]1. Starting materials: COC(=O)c1ccc(C(C)(C)C)cc1OC1CCN(C(=O)OC(C)(C)C)CC1, [Li+], C1COCCO1, [OH-], O, O. The reactants are ClC(C)C1=CC=2CC3=CC=CC=C3C2C=C1 (2-(1-chloroethyl)-9H-fluorene), N1N=CN=C1 (1,2,4-triazole). Solvent: O (water). Run at temperature 120 celsius. The product is C1=C(C=CC=2C3=CC=CC=C3CC12)C(C)N1N=CN=C1 (1-[1-(9H-fluoren-2-yl) ethyl]-1H-1,2,4-triazole). As a reaction SMILES: Cl[CH:2]([C:4]1[CH:16]=[CH:15][C:14]2[C:13]3[C:8](=[CH:9][CH:10]=[CH:11][CH:12]=3)[CH2:7][C:6]=2[CH:5]=1)[CH3:3].[NH:17]1[CH:21]=[N:20][CH:19]=[N:18]1>O>[CH:5]1[C:6]2[CH2:7][C:8]3[C:13](=[CH:12][CH:11]=[CH:10][CH:9]=3)[C:14]=2[CH:15]=[CH:16][C:4]=1[CH:2]([N:17]1[CH:21]=[N:20][CH:19]=[N:18]1)[CH3:3]. Reported procedure: The thus obtained 2-(1-chloroethyl)-9H-fluorene was mixed with 1,2,4-triazole (1.31 g) and heated at 120° C. for 30 minutes without further adding solvent. After cooling, water was added to the reaction mixture, followed by extraction with ethyl acetate. The organic layer was dried over anhydrous magnesium sulfate, the solvent was evaporated and then the resulting residue was subjected to silica gel column chromatography. First, elution was carried out with a mixed solvent of chloroform and meth... The reactants are BrCC1CC2C3=CC=CC=C3C1C=1C=CC=CC21 (11-Bromomethyl-9,10-dihydro-9,10-ethanoanthracene), CN1CCNCC1 (1-methylpiperazine), C([O-])([O-])=O.[K+].[K+] (potassium carbonate). Run in CN(P(=O)(N(C)C)N(C)C)C (hexamethylphosphoramide). Conditions: temperature 90 celsius. Product: C1(=CC=CC=2C3C4=CC=CC=C4C(C12)CC3)CN3CCN(CC3)C (4-[(9,10-Dihydro-9,10-ethanoanthracenyl)methyl]-1-methylpiperazine). Reaction SMILES: BrC[CH:3]1[CH:12]2[C:13]3[CH:14]=[CH:15][CH:16]=[CH:17][C:18]=3[CH:5]([C:6]3[C:11]2=[CH:10][CH:9]=[CH:8][CH:7]=3)[CH2:4]1.[CH3:19][N:20]1[CH2:25][CH2:24][NH:23][CH2:22][CH2:21]1.[C:26](=O)([O-])[O-].[K+].[K+]>CN(C)P(N(C)C)(N(C)C)=O>[C:7]1([CH2:19][N:20]2[CH2:25][CH2:24][N:23]([CH3:26])[CH2:22][CH2:21]2)[C:6]2[CH:5]3[CH2:4][CH2:3][CH:12]([C:13]4[C:18]3=[CH:17][CH:16]=[CH:15][CH:14]=4)[C:11]=2[CH:10]=[CH:9][CH:8]=1 |f:2.3.4|. Reported procedure: 11-Bromomethyl-9,10-dihydro-9,10-ethanoanthracene (0.51 gm), 1-methylpiperazine (1.9 ml) and potassium carbonate (0.20 gm) were combined in hexamethylphosphoramide (5 ml) in a sealed tube and heated to 90° C. for 48 hours. The mixture was extracted between water (25 ml) and ether (50 ml). The ether solution was washed with water (25 ml), then extracted with 3.6 N sulfuric acid (3×25 ml). The combined acid solutions were made basic with the addition of concentrated aqueous ammonia and the resulti... Starting materials: BrC1=C(C(=CC(=C1)F)[N+](=O)[O-])/C=C/N(C)C ((E)-2-(2-bromo-4-fluoro-6-nitrophenyl)-N,N-dimethylethenamine), [OH-].[Na+] (sodium hydroxide). The reagents and catalysts are [Zn] (zinc). The solvent is C(C)(=O)O (acetic acid), O (water). Reaction conditions: temperature 85 celsius, time 4 hour. The product is BrC1=C2C=CNC2=CC(=C1)F (4-Bromo-6-fluoro-1H-indole). Yield: 12.9%. Reaction SMILES: [Br:1][C:2]1[CH:7]=[C:6]([F:8])[CH:5]=[C:4]([N+]([O-])=O)[C:3]=1/[CH:12]=[CH:13]/[N:14](C)C.[OH-].[Na+]>C(O)(=O)C.O.[Zn]>[Br:1][C:2]1[CH:7]=[C:6]([F:8])[CH:5]=[C:4]2[C:3]=1[CH:12]=[CH:13][NH:14]2 |f:1.2|. Procedure details: To a solution of crude[(E)-2-(2-bromo-4-fluoro-6-nitrophenyl)ethenyl]dimethylamine (D15) (6.07 g, 21.0 mmol) in acetic acid (200 mL) and water (50.0 mL) at 75° C. was added zinc powder (15.11 g, 231 mmol) portionwise over 1 hour. The mixture was heated to 85° C. and stirred for 4 hours. After cooling to room temperature, the reaction mixture was neutralised by the addition of 50% aqueous sodium hydroxide solution. The product was extracted into diethyl ether. After separation of the layers, the ... The reactants are CC(C)(C)c1cc2c(c(C(C)(C)C)c1)OC(=O)C2O, CCc1ccccc1, O. The product is CCc1ccc(C2C(=O)Oc3c2cc(C(C)(C)C)cc3C(C)(C)C)cc1. Reaction SMILES: [C:1]([CH3:2])([CH3:3])([CH3:4])[c:5]1[cH:6][c:7]([C:16]([CH3:17])([CH3:18])[CH3:19])[c:8]2[c:9]([cH:15]1)[CH:10]([OH:14])[C:11](=[O:13])[O:12]2.[CH2:20]([CH3:21])[c:22]1[cH:23][cH:24][cH:25][cH:26][cH:27]1.[OH2:28]>>[C:1]([CH3:2])([CH3:3])([CH3:4])[c:5]1[cH:6][c:7]([C:16]([CH3:17])([CH3:18])[CH3:19])[c:8]2[c:9]([cH:15]1)[CH:10]([c:25]1[cH:24][cH:23][c:22]([CH2:20][CH3:21])[cH:27][cH:26]1)[C:11](=[O:13])[O:12]2.